From a dataset of the Open Reaction Database (ORD), a public repository of structured organic reaction records. describe an organic reaction: reactants, conditions, products, and yield Reactants: O[C@@H]([C@@H](OC1=CC=C(C=C1)B(O)O)C)CCC=1C=NC=CC1 ((1S,2R)-4-(2-hydroxy-1-methyl-4-pyridin-3-ylbutoxy)benzeneboronic acid), BrC=1C=C(C=NC1)C#N (5-bromopyridine-3-carbonitrile), C([O-])([O-])=O.[Na+].[Na+] (sodium carbonate). The reagents and catalysts are C=1C=CC(=CC1)[P](C=2C=CC=CC2)(C=3C=CC=CC3)[Pd]([P](C=4C=CC=CC4)(C=5C=CC=CC5)C=6C=CC=CC6)([P](C=7C=CC=CC7)(C=8C=CC=CC8)C=9C=CC=CC9)[P](C=1C=CC=CC1)(C=1C=CC=CC1)C=1C=CC=CC1 (tetrakis(triphenylphosphine)palladium(0)). The solvent is C(C)O (ethanol). Conditions: temperature 90 celsius. The product is O[C@@H]([C@@H](OC1=CC=C(C=C1)C=1C=NC=C(C#N)C1)C)CCC=1C=NC=CC1 ((1S,2R)-5-[4-(2-Hydroxy-1-methyl-4-pyridin-3-yl-butoxy)phenyl]nicotinonitrile). The yield is 40.8%. As a reaction SMILES: [OH:1][C@H:2]([CH2:15][CH2:16][C:17]1[CH:18]=[N:19][CH:20]=[CH:21][CH:22]=1)[C@H:3]([CH3:14])[O:4][C:5]1[CH:10]=[CH:9][C:8](B(O)O)=[CH:7][CH:6]=1.Br[C:24]1[CH:25]=[C:26]([C:30]#[N:31])[CH:27]=[N:28][CH:29]=1.C(=O)([O-])[O-].[Na+].[Na+]>C(O)C.C1C=CC([P]([Pd]([P](C2C=CC=CC=2)(C2C=CC=CC=2)C2C=CC=CC=2)([P](C2C=CC=CC=2)(C2C=CC=CC=2)C2C=CC=CC=2)[P](C2C=CC=CC=2)(C2C=CC=CC=2)C2C=CC=CC=2)(C2C=CC=CC=2)C2C=CC=CC=2)=CC=1>[OH:1][C@H:2]([CH2:15][CH2:16][C:17]1[CH:18]=[N:19][CH:20]=[CH:21][CH:22]=1)[C@H:3]([CH3:14])[O:4][C:5]1[CH:10]=[CH:9][C:8]([C:24]2[CH:29]=[N:28][CH:27]=[C:26]([CH:25]=2)[C:30]#[N:31])=[CH:7][CH:6]=1 |f:2.3.4,^1:44,46,65,84|. Reported procedure: Prepared according to the method described in Example 21b) from (1S,2R)-4-(2-hydroxy-1-methyl-4-pyridin-3-ylbutoxy)benzeneboronic acid (0.15 g, Example 21a)), 5-bromopyridine-3-carbonitrile (0.18 g), aqueous sodium carbonate (2M, 0.57 ml) and tetrakis(triphenylphosphine)palladium(0) (0.014 g) in ethanol (5 ml) with heating at 90° C. for 4 hours. After work up, the residue was purified by normal-phase HPLC eluting with a gradient of 0-10% ethanol in dichloromethane to give the title compound as a... Starting materials: BrC=1C=C(C#N)C=CC1OC (3-bromo-4-methoxybenzonitrile), [S] (sulfur), C(CN)N (ethane-1,2-diamine). Run at temperature 110 celsius. Product: BrC=1C=C(C=CC1OC)C=1NCCN1 (2-(3-bromo-4-methoxyphenyl)-4,5-dihydro-1H-imidazole). As a reaction SMILES: [Br:1][C:2]1[CH:3]=[C:4]([CH:7]=[CH:8][C:9]=1[O:10][CH3:11])[C:5]#[N:6].[S].[CH2:13](N)[CH2:14][NH2:15]>>[Br:1][C:2]1[CH:3]=[C:4]([C:5]2[NH:15][CH2:14][CH2:13][N:6]=2)[CH:7]=[CH:8][C:9]=1[O:10][CH3:11] |^3:11|. Reported procedure: To a solution of 3-bromo-4-methoxybenzonitrile (1 g, 4.72 mmol) in 10 mL of ethane-1,2-diamine was added sulfur (0.121 g, 3.77 mmol) and the mixture was heated at 110° C. overnight. The mixture was cooled, quenched with water and extracted with ethyl acetate. The organic layer was washed with water and brine (25 mL each), dried over sodium sulfate, filtered, and concentrated to afford the title compound. LCMS: 257 (M+2)+. Reactants: COC1=CC2=C(CC(N(CC2)CCCCl)=O)C=C1OC (1-(7,8-dimethoxy-1,3,4,5-tetrahydro-2H-3-benzazepin-2-on-3-yl)-3-chloro-propane), CNCCC1=CC(=C(C(=C1)Cl)N)Cl (N-methyl-N-[2-(4-amino-3,5-dichloro-phenyl)-ethyl]-amine). The product is COC1=CC2=C(CC(N(CC2)CCCN(CCC2=CC(=C(C(=C2)Cl)N)Cl)C)=O)C=C1OC (1-[7,8-Dimethoxy-1,3,4,5-tetrahydro-2H-3-benzazepin-2-on-3-yl]-3-[N-methyl-N-(2-{4-amino-3,5-dichloro-phenyl}-ethyl)-amino]-propane). RXN SMILES: [CH3:1][O:2][C:3]1[C:18]([O:19][CH3:20])=[CH:17][C:6]2[CH2:7][C:8](=[O:16])[N:9]([CH2:12][CH2:13][CH2:14]Cl)[CH2:10][CH2:11][C:5]=2[CH:4]=1.[CH3:21][NH:22][CH2:23][CH2:24][C:25]1[CH:30]=[C:29]([Cl:31])[C:28]([NH2:32])=[C:27]([Cl:33])[CH:26]=1>>[CH3:1][O:2][C:3]1[C:18]([O:19][CH3:20])=[CH:17][C:6]2[CH2:7][C:8](=[O:16])[N:9]([CH2:12][CH2:13][CH2:14][N:22]([CH3:21])[CH2:23][CH2:24][C:25]3[CH:26]=[C:27]([Cl:33])[C:28]([NH2:32])=[C:29]([Cl:31])[CH:30]=3)[CH2:10][CH2:11][C:5]=2[CH:4]=1. Procedure: This compound was prepared analogous to Example 5(b) from 1-(7,8-dimethoxy-1,3,4,5-tetrahydro-2H-3-benzazepin-2-on-3-yl)-3-chloro-propane and N-methyl-N-[2-(4-amino-3,5-dichloro-phenyl)-ethyl]-amine. Reactants: CO, O=C[O-], O=[N+]([O-])c1ccc2c(ccn2C2CCCCO2)c1, [NH4+]. Yields the product Nc1ccc2c(ccn2C2CCCCO2)c1. Reaction SMILES: [CH3:23][OH:24].[CH:19]([O-:20])=[O:21].[N+:1]([O-:2])(=[O:3])[c:4]1[cH:5][c:6]2[cH:7][cH:8][n:9]([CH:13]3[O:14][CH2:15][CH2:16][CH2:17][CH2:18]3)[c:10]2[cH:11][cH:12]1.[NH4+:22]>>[NH2:1][c:4]1[cH:5][c:6]2[cH:7][cH:8][n:9]([CH:13]3[O:14][CH2:15][CH2:16][CH2:17][CH2:18]3)[c:10]2[cH:11][cH:12]1. The reactants are OC1=C(C=C(C2=CC=CC=C12)O)C(=O)O (1,4-dihydroxy-2-naphthoic acid), C1(=CC=C(C=C1)S(=O)(=O)O)C (p-toluenesulfonic acid), C1(=CC=CC=C1)C (toluene), C(C)S(=O)(=O)CCO (β-ethylsulfonylethanol). Solvent: C(C)#N (acetonitrile). Conditions: temperature 95 celsius. The product is OC1=C(C=C(C2=CC=CC=C12)OCCS(=O)(=O)CC)C(=O)O (1-hydroxy-4-(β-ethylsulfonylethoxy)-2-naphthoic acid). The yield is 53.0%. As a reaction SMILES: [OH:1][C:2]1[C:11]2[C:6](=[CH:7][CH:8]=[CH:9][CH:10]=2)[C:5]([OH:12])=[CH:4][C:3]=1[C:13]([OH:15])=[O:14].C1(C)C=CC(S(O)(=O)=O)=CC=1.C1(C)C=CC=CC=1.[CH2:34]([S:36]([CH2:39][CH2:40]O)(=[O:38])=[O:37])[CH3:35]>C(#N)C>[OH:1][C:2]1[C:11]2[C:6](=[CH:7][CH:8]=[CH:9][CH:10]=2)[C:5]([O:12][CH2:35][CH2:34][S:36]([CH2:39][CH3:40])(=[O:38])=[O:37])=[CH:4][C:3]=1[C:13]([OH:15])=[O:14]. Reported procedure: 20.4 g (0.1 mol) of 1,4-dihydroxy-2-naphthoic acid and 19 g (0.1 mol) of p-toluenesulfonic acid were added to 200 ml of dehydrated toluene. To the mixture, 27.6 g (0.2 mol) of β-ethylsulfonylethanol was added dropwise for 30 minutes under heating at 95° C. with stirring. After heating with stirring for 7 hours, the mixture was cooled to 20° to 30° C. 100 ml of acetonitrile was added to the mixture, the solid deposited was separated by filtration to obtain 17.2 g (53%) of 1-hydroxy-4-(β-ethylsulf... Starting materials: ClC(=O)OCC (ethyl chloroformate), C(O)([O-])=O.[Na+] (sodium hydrogen carbonate), C1(=CC=CC=C1)COC1=CC2=C(C(=NO2)N)C=C1 (6-(phenylmethoxy)-1,2-benzisoxazol-3-amine), O1CCCC1 (tetrahydrofuran). Solvent: O (water). Conditions: time 18 hour. The product is C1(=CC=CC=C1)COC1=CC2=C(C(=NO2)NC(OCC)=O)C=C1 (Ethyl [6-(phenylmethoxy)-1,2-benzisoxazol-3-yl]carbamate). RXN SMILES: Cl[C:2]([O:4][CH2:5][CH3:6])=[O:3].C(=O)([O-])O.[Na+].[C:12]1([CH2:18][O:19][C:20]2[CH:29]=[CH:28][C:23]3[C:24]([NH2:27])=[N:25][O:26][C:22]=3[CH:21]=2)[CH:17]=[CH:16][CH:15]=[CH:14][CH:13]=1.O1CCCC1>O>[C:12]1([CH2:18][O:19][C:20]2[CH:29]=[CH:28][C:23]3[C:24]([NH:27][C:2](=[O:3])[O:4][CH2:5][CH3:6])=[N:25][O:26][C:22]=3[CH:21]=2)[CH:13]=[CH:14][CH:15]=[CH:16][CH:17]=1 |f:1.2|. Reported procedure: 8.8 ml (0.092 mol) of ethyl chloroformate and 10.6 g (0.126 mol) of sodium hydrogen carbonate are added to a solution of 10.1 g (0.042 mol) of 6-(phenylmethoxy)-1,2-benzisoxazol-3-amine in 100 ml of a 9:1 mixture of tetrahydrofuran and water. The mixture is stirred for 18 hours and then the solvent is evaporated off and the residue is treated with dichloromethane and water. The organic phase is decanted off, dried over sodium sulphate and concentrated under reduced pressure. After crystallizatio... Solvent: N1=CC=CC=C1 (pyridine). Procedure details: In 5 ml of pyridine was dissolved 150 mg (0.25 mmol) of 1,3-O-dioleylglycerol followed by addition of 77 mg (0.40 mmol) of p-toluenesulfonyl chloride and the mixture was heated at 60° C. and stirred for 2 days. After completion of the reaction, the solvent was distilled off and the residue was diluted with water and extracted with ether. The extract was dried and concentrated to provide 150 mg (80%) of 1,3-O-dioleyl-2-O-(p-toluenesulfonyl)glycerol as yellow oil. Yield: 80.3%. As a reaction SMILES: [CH2:1]([O:19][CH2:20][CH:21]([CH2:23][O:24][CH2:25][CH2:26][CH2:27][CH2:28][CH2:29][CH2:30][CH2:31][CH2:32]/[CH:33]=[CH:34]\[CH2:35][CH2:36][CH2:37][CH2:38][CH2:39][CH2:40][CH2:41][CH3:42])[OH:22])[CH2:2][CH2:3][CH2:4][CH2:5][CH2:6][CH2:7][CH2:8]/[CH:9]=[CH:10]\[CH2:11][CH2:12][CH2:13][CH2:14][CH2:15][CH2:16][CH2:17][CH3:18].[C:43]1([CH3:53])[CH:48]=[CH:47][C:46]([S:49](Cl)(=[O:51])=[O:50])=[CH:45][CH:44]=1>N1C=CC=CC=1>[CH2:25]([O:24][CH2:23][CH:21]([CH2:20][O:19][CH2:1][CH2:2][CH2:3][CH2:4][CH2:5][CH2:6][CH2:7][CH2:8]/[CH:9]=[CH:10]\[CH2:11][CH2:12][CH2:13][CH2:14][CH2:15][CH2:16][CH2:17][CH3:18])[O:22][S:49]([C:46]1[CH:47]=[CH:48][C:43]([CH3:53])=[CH:44][CH:45]=1)(=[O:51])=[O:50])[CH2:26][CH2:27][CH2:28][CH2:29][CH2:30][CH2:31][CH2:32]/[CH:33]=[CH:34]\[CH2:35][CH2:36][CH2:37][CH2:38][CH2:39][CH2:40][CH2:41][CH3:42]. Reactants: C(CCCCCCC\C=C/CCCCCCCC)OCC(O)COCCCCCCCC\C=C/CCCCCCCC (1,3-O-dioleylglycerol), C1(=CC=C(C=C1)S(=O)(=O)Cl)C (p-toluenesulfonyl chloride). Reaction conditions: temperature 60 celsius, time 2 day. The product is C(CCCCCCC\C=C/CCCCCCCC)OCC(OS(=O)(=O)C1=CC=C(C=C1)C)COCCCCCCCC\C=C/CCCCCCCC (1,3-O-dioleyl-2-O-(p-toluenesulfonyl)glycerol).